From a dataset of the Open Reaction Database (ORD), a public repository of structured organic reaction records. describe an organic reaction: reactants, conditions, products, and yield Reactants: ethanol toluene, C([O-])([O-])=O.[K+].[K+] (potassium carbonate), B(OC1=CC=C(C=C1)N1CCOCC1)([O-])[O-] (4-morpholinophenyl borate), BrC=1C=CC2=C(C=C(CCN2CCC)C(=O)NC2=CC=C(C=C2)CN(C2CCOCC2)C)C1 (7-bromo-1-propyl-N-[4-[[N-methyl-N-(tetrahydropyran-4-yl)amino]methyl]phenyl]-2,3-dihydro-1-benzazepine-4-carboxamide). The reagents and catalysts are C=1C=CC(=CC1)[P](C=2C=CC=CC2)(C=3C=CC=CC3)[Pd]([P](C=4C=CC=CC4)(C=5C=CC=CC5)C=6C=CC=CC6)([P](C=7C=CC=CC7)(C=8C=CC=CC8)C=9C=CC=CC9)[P](C=1C=CC=CC1)(C=1C=CC=CC1)C=1C=CC=CC1 (tetrakistriphenylphosphinepalladium). Run in O (water), C(C)(=O)OCC (ethyl acetate). Conditions: time 30 minute. Product: CN(C1CCOCC1)CC1=CC=C(C=C1)NC(=O)C=1CCN(C2=C(C1)C=C(C=C2)C2=CC=C(C=C2)N2CCOCC2)CCC (N-[4-[[N-methyl-N-(tetrahydropyran-4-yl)amino]methyl]phenyl]-7-(4-morpholinophenyl)-1-propyl-2,3-dihydro-1-benzazepine-4-carboxamide). Isolated yield 48.9%. RXN SMILES: B([O-])([O-])O[C:3]1[CH:8]=[CH:7][C:6]([N:9]2[CH2:14][CH2:13][O:12][CH2:11][CH2:10]2)=[CH:5][CH:4]=1.Br[C:18]1[CH:19]=[CH:20][C:21]2[N:27]([CH2:28][CH2:29][CH3:30])[CH2:26][CH2:25][C:24]([C:31]([NH:33][C:34]3[CH:39]=[CH:38][C:37]([CH2:40][N:41]([CH3:48])[CH:42]4[CH2:47][CH2:46][O:45][CH2:44][CH2:43]4)=[CH:36][CH:35]=3)=[O:32])=[CH:23][C:22]=2[CH:49]=1.C(=O)([O-])[O-].[K+].[K+]>O.C(OCC)(=O)C.C1C=CC([P]([Pd]([P](C2C=CC=CC=2)(C2C=CC=CC=2)C2C=CC=CC=2)([P](C2C=CC=CC=2)(C2C=CC=CC=2)C2C=CC=CC=2)[P](C2C=CC=CC=2)(C2C=CC=CC=2)C2C=CC=CC=2)(C2C=CC=CC=2)C2C=CC=CC=2)=CC=1>[CH3:48][N:41]([CH2:40][C:37]1[CH:36]=[CH:35][C:34]([NH:33][C:31]([C:24]2[CH2:25][CH2:26][N:27]([CH2:28][CH2:29][CH3:30])[C:21]3[CH:20]=[CH:19][C:18]([C:3]4[CH:8]=[CH:7][C:6]([N:9]5[CH2:14][CH2:13][O:12][CH2:11][CH2:10]5)=[CH:5][CH:4]=4)=[CH:49][C:22]=3[CH:23]=2)=[O:32])=[CH:39][CH:38]=1)[CH:42]1[CH2:43][CH2:44][O:45][CH2:46][CH2:47]1 |f:2.3.4,^1:66,68,87,106|. Procedure details: 4-morpholinophenyl borate (237 mg) and 7-bromo-1-propyl-N-[4-[[N-methyl-N-(tetrahydropyran-4-yl)amino]methyl]phenyl]-2,3-dihydro-1-benzazepine-4-carboxamide (391 mg) were dissolved in water:ethanol toluene (=1:1:10, v/v, 18.0 ml), and potassium carbonate (253 mg) was added thereto. This mixture was stirred at room temperature for 30 minutes under argon atmosphere, tetrakistriphenylphosphinepalladium (35 mg) was added thereto, and the mixture was heated to reflux for 10 hours under argon atmosphe... Starting materials: CC(=O)O, CCOC(C)=O, [Fe], [K+], [K+], O=C([O-])[O-], O, O=[N+]([O-])c1ccc(Sc2ccccn2)cc1. Yields the product Nc1ccc(Sc2ccccn2)cc1. Reaction SMILES: [C:23]([OH:24])(=[O:25])[CH3:26].[CH3:27][CH2:28][O:29][C:30]([CH3:31])=[O:32].[Fe:34].[K+:17].[K+:18].[O-:19][C:20]([O-:21])=[O:22].[OH2:33].[n:1]1[c:2]([S:7][c:8]2[cH:9][cH:10][c:11]([N+:14]([O-:15])=[O:16])[cH:12][cH:13]2)[cH:3][cH:4][cH:5][cH:6]1>>[n:1]1[c:2]([S:7][c:8]2[cH:9][cH:10][c:11]([NH2:14])[cH:12][cH:13]2)[cH:3][cH:4][cH:5][cH:6]1. The reactants are [N+](=O)([O-])[O-].[K+] (Potassium nitrate), BrC1=NC(=CC=C1)OCC (2-Bromo-6-ethoxypyridine), [OH-].[Na+] (sodium hydroxide). Solvent: S(O)(O)(=O)=O (sulfuric acid). Yields the product BrC1=NC(=CC=C1[N+](=O)[O-])OCC (2-Bromo-6-ethoxy-3-nitropyridine). Isolated yield 72.0%. Reaction SMILES: [N+:1]([O-:4])([O-])=[O:2].[K+].[Br:6][C:7]1[CH:12]=[CH:11][CH:10]=[C:9]([O:13][CH2:14][CH3:15])[N:8]=1.[OH-].[Na+]>S(=O)(=O)(O)O>[Br:6][C:7]1[C:12]([N+:1]([O-:4])=[O:2])=[CH:11][CH:10]=[C:9]([O:13][CH2:14][CH3:15])[N:8]=1 |f:0.1,3.4|. Procedure: Potassium nitrate (0.625 g) was added with stirring to a solution of the compound prepared in Example 278 (0.500 g) in sulfuric acid (2.47 mL) at 0° C. The mixture was allowed to warm up to room temperature and then heated slowly to 75° C. After heating for 2 hours, the mixture was cooled to room temperature, poured into ice, pH adjusted to 4 with 10% aqueous sodium hydroxide, and the precipitated to obtain the title compound (0.440 g) having the following physical data. The yield is 52.5%. The solvent is CO (methanol). Reagents/catalysts: [Pd] (palladium on carbon). Reactants: C(C)(=O)OCC1OC[C@H](C=C1)NC1=C2C(=NC=C1[N+](=O)[O-])C=CS2 ({(5S)-5-[(6-nitrothieno[3,2-b]pyridin-7-yl)amino]-5,6-dihydro-2H-pyran-2-yl}methyl acetate). Reported procedure: A mixture of {(5S)-5-[(6-nitrothieno[3,2-b]pyridin-7-yl)amino]-5,6-dihydro-2H-pyran-2-yl}methyl acetate (366 mg, 1.05 mmol) and 10% palladium on carbon (0.18 g) in methanol (7.0 mL) was subjected to balloon pressure of H2 at room temperature for 2 h. The mixture was filtered and treated with 1 M NaOH (1 mL) for 1 h. The mixture was diluted with methanol and purified with prep-LCMS (XBridge C18 column, eluting with a gradient of acetonitrile/water containing 0.1% ammonium hydroxide, at flow rate ... RXN SMILES: C([O:4][CH2:5][CH:6]1[CH:11]=[CH:10][C@H:9]([NH:12][C:13]2[C:18]([N+:19]([O-])=O)=[CH:17][N:16]=[C:15]3[CH:22]=[CH:23][S:24][C:14]=23)[CH2:8][O:7]1)(=O)C>[Pd].CO>[NH2:19][C:18]1[C:13]([NH:12][C@@H:9]2[CH2:8][O:7][C@@H:6]([CH2:5][OH:4])[CH2:11][CH2:10]2)=[C:14]2[S:24][CH:23]=[CH:22][C:15]2=[N:16][CH:17]=1. Yields the product NC=1C(=C2C(=NC1)C=CS2)N[C@H]2CC[C@@H](OC2)CO ({(2R,5S)-5-[(6-Aminothieno[3,2-b]pyridin-7-yl)amino]tetrahydro-2H-pyran-2-yl}methanol). The reactants are [Al+3], BrCCCc1ccccc1, [Cl-], [Cl-], [Cl-], O=C(Cl)C(=O)Cl, ClC=C(Cl)Cl, O. Yields the product O=C(Cl)c1ccc(CCCBr)cc1. RXN SMILES: [Al+3:18].[Br:1][CH2:2][CH2:3][CH2:4][c:5]1[cH:6][cH:7][cH:8][cH:9][cH:10]1.[Cl-:17].[Cl-:19].[Cl-:20].[Cl:11][C:12](=[O:13])[C:14]([Cl:15])=[O:16].[Cl:22][CH:23]=[C:24]([Cl:25])[Cl:26].[OH2:21]>>[Br:1][CH2:2][CH2:3][CH2:4][c:5]1[cH:6][cH:7][c:8]([C:12]([Cl:11])=[O:13])[cH:9][cH:10]1. The reactants are NC1=NNC(=N1)C(=O)OC (3-amino-5-methoxycarbonyl-s-triazole), O=C(CC(=O)OCC)C(C)C (ethyl 3-oxo-4-methylvalerate), Cl (hydrochloric acid). Solvent: C(C)(=O)O (acetic acid). Yields the product OC1=CC(=NC=2N1N=C(N2)C(=O)OC)C(C)C (7-hydroxy-5-isopropyl-2-methoxycarbonyl-s-triazolo[ 1,5-a]pyrimidine). Yield: 55.6%. As a reaction SMILES: [NH2:1][C:2]1[N:6]=[C:5]([C:7]([O:9][CH3:10])=[O:8])[NH:4][N:3]=1.O=[C:12]([CH:19]([CH3:21])[CH3:20])[CH2:13][C:14](OCC)=[O:15].Cl>C(O)(=O)C>[OH:15][C:14]1[N:3]2[N:4]=[C:5]([C:7]([O:9][CH3:10])=[O:8])[N:6]=[C:2]2[N:1]=[C:12]([CH:19]([CH3:21])[CH3:20])[CH:13]=1. Reported procedure: A mixture of 3-amino-5-methoxycarbonyl-s-triazole (60 g) and ethyl 3-oxo-4-methylvalerate (65 g) in 600 ml of acetic acid was refluxed for five hours, the reaction mixture was cooled to room temperature, its pH was lowered to 1 to 2 with concentrated hydrochloric acid, and the separated crystals were recrystallized from ethanol, affording 54 g of the objective compound as colorless crystals. Starting materials: CCOC(=O)C(CC)(CC)C(=O)OCC, CCO, [K+], [OH-]. The product is CCOC(=O)C(CC)(CC)C(=O)O. Reaction SMILES: [CH2:1]([CH3:2])[O:3][C:4]([C:5]([C:6](=[O:7])[O:8][CH2:9][CH3:10])([CH2:11][CH3:12])[CH2:13][CH3:14])=[O:15].[CH3:18][CH2:19][OH:20].[K+:17].[OH-:16]>>[CH2:1]([CH3:2])[O:3][C:4]([C:5]([C:6](=[O:7])[OH:8])([CH2:11][CH3:12])[CH2:13][CH3:14])=[O:15].